Dataset: the Open Reaction Database (ORD), a public repository of structured organic reaction records. Task: describe an organic reaction: reactants, conditions, products, and yield The reactants are NC1=CC=C2C(OCC3N2CC=C3)=C1C(=O)OC (Methyl 7-amino-3a,4-dihydro-1H-benzo[b]pyrrolo[1,2-d][1,4]oxazine-6-carboxylate), NC1=CC=C2C(OCC3N2CC=C3)=C1C(=O)OC (Methyl 7-amino-3a,4-dihydro-1H-benzo[b]pyrrolo[1,2-d][1,4]oxazine-6-carboxylate), BrC1=C(C=CC(=C1)F)S(=O)(=O)Cl (2-bromo-4-fluorobenzenesulfonyl chloride). The solvent is C(Cl)Cl (DCM), N1=CC=CC=C1 (pyridine). Run at time 8 hour. Product: BrC1=C(C=CC(=C1)F)S(=O)(=O)NC1=CC=C2C(OCC=3N2C=CC3)=C1C(=O)OC (methyl 7-(2-bromo-4-fluorobenzenesulfonylamino]-4H-benzo[b]pyrrolo[1,2-d][1,4]oxazine-6-carboxylate). Isolated yield 14.8%. RXN SMILES: [NH2:1][C:2]1[C:14]([C:15]([O:17][CH3:18])=[O:16])=[C:6]2[O:7][CH2:8][CH:9]3[CH:13]=[CH:12][CH2:11][N:10]3[C:5]2=[CH:4][CH:3]=1.[Br:19][C:20]1[CH:25]=[C:24]([F:26])[CH:23]=[CH:22][C:21]=1[S:27](Cl)(=[O:29])=[O:28]>C(Cl)Cl.N1C=CC=CC=1>[Br:19][C:20]1[CH:25]=[C:24]([F:26])[CH:23]=[CH:22][C:21]=1[S:27]([NH:1][C:2]1[C:14]([C:15]([O:17][CH3:18])=[O:16])=[C:6]2[O:7][CH2:8][C:9]3[N:10]([CH:11]=[CH:12][CH:13]=3)[C:5]2=[CH:4][CH:3]=1)(=[O:29])=[O:28]. Reported procedure: Methyl 7-amino-3a,4-dihydro-1H-benzo[b]pyrrolo[1,2-d][1,4]oxazine-6-carboxylate (Intermediate 17, 0.370 g) was suspended in a mixture of DCM (6 mL) and pyridine (2.43 mL) and 2-bromo-4-fluorobenzenesulfonyl chloride (0.493 g) was added. The resultant deep red solution was stirred at room temperature overnight then concentrated in vacuo. The residue was diluted with DCM and water and passed through a phase separator. The organic layer was concentrated in vacuo and the residue was purified by chro... Starting materials: COC(C(CC(=O)OC(C)(C)C)(C(=O)OC)CC(=C)Cl)=O (2-(2-Chloro-2-propenyl)-2-(methoxycarbonyl)-1,4-butanedioic Acid 4-(1,1-Dimethylethyl) 1-Methyl Ester), [OH-].[K+] (KOH). Run in CO (MeOH), O (H2O). Conditions: time 24 hour. Product: COC(C(CC(=O)OC(C)(C)C)CC(=C)Cl)=O (2(R,S)-(2-Chloro-2-propenyl)-1,4-butanedioic Acid 4-(1,1-Dimethylethyl) 1-Methyl Ester). RXN SMILES: [CH3:1][O:2][C:3](=[O:21])[C:4]([CH2:17][C:18]([Cl:20])=[CH2:19])(C(OC)=O)[CH2:5][C:6]([O:8][C:9]([CH3:12])([CH3:11])[CH3:10])=[O:7].[OH-].[K+]>CO.O>[CH3:1][O:2][C:3](=[O:21])[CH:4]([CH2:17][C:18]([Cl:20])=[CH2:19])[CH2:5][C:6]([O:8][C:9]([CH3:10])([CH3:11])[CH3:12])=[O:7] |f:1.2|. Procedure: The title compound of Example 2B (1502 g, 4.18 mol) was dissolved in MeOH (2650 mL). While maintaining a temperature of 30° or below for the ensuing mixture, a cold solution of KOH (329 g, 5.85 mol) in H2O (1335 mL) was added dropwise over 20 min. The mixture was stirred vigorously for 24 h.